Dataset: the Open Reaction Database (ORD), a public repository of structured organic reaction records. Task: describe an organic reaction: reactants, conditions, products, and yield Reactants: O=C(c1ncc[nH]1)c1ncc[nH]1, CC(C)N, CC#N, O=C(O)C1CC(=O)N(Cc2ccccc2)C1. The product is CC(C)NC(=O)C1CC(=O)N(Cc2ccccc2)C1. RXN SMILES: [C:17]([c:18]1[nH:19][cH:20][cH:21][n:22]1)([c:23]1[nH:24][cH:25][cH:26][n:27]1)=[O:28].[CH3:29][CH:30]([CH3:31])[NH2:32].[CH3:33][C:34]#[N:35].[O:1]=[C:2]1[CH2:3][CH:4]([C:14](=[O:15])[OH:16])[CH2:5][N:6]1[CH2:7][c:8]1[cH:9][cH:10][cH:11][cH:12][cH:13]1>>[O:1]=[C:2]1[CH2:3][CH:4]([C:14](=[O:16])[NH:32][CH:30]([CH3:29])[CH3:31])[CH2:5][N:6]1[CH2:7][c:8]1[cH:9][cH:10][cH:11][cH:12][cH:13]1. Starting materials: CCO, CN, O=C(c1ccccc1F)c1cc(Cl)ccc1C#CCN1C(=O)c2ccccc2C1=O, O. Reaction SMILES: [CH3:31][CH2:32][OH:33].[CH3:34][NH2:35].[Cl:1][c:2]1[cH:3][c:4]([C:22]([c:23]2[c:24]([F:29])[cH:25][cH:26][cH:27][cH:28]2)=[O:30])[c:5]([C:8]#[C:9][CH2:10][N:11]2[C:12](=[O:13])[c:14]3[cH:15][cH:16][cH:17][cH:18][c:19]3[C:20]2=[O:21])[cH:6][cH:7]1.[OH2:36]>>[Cl:1][c:2]1[cH:3][c:4]([C:22]([c:23]2[c:24]([F:29])[cH:25][cH:26][cH:27][cH:28]2)=[O:30])[c:5]([C:8]#[C:9][CH2:10][NH2:11])[cH:6][cH:7]1. The product is NCC#Cc1ccc(Cl)cc1C(=O)c1ccccc1F. Reactants: O=C(O)CCC(CSC(=O)c1ccccc1)C(=O)O, COCCN. Yields the product O=C(O)CCC(CS)C(=O)O. RXN SMILES: [C:1](=[O:2])([c:3]1[cH:4][cH:5][cH:6][cH:7][cH:8]1)[S:9][CH2:10][CH:11]([C:12](=[O:13])[OH:14])[CH2:15][CH2:16][C:17](=[O:18])[OH:19].[CH3:20][O:21][CH2:22][CH2:23][NH2:24]>>[SH:9][CH2:10][CH:11]([C:12](=[O:13])[OH:14])[CH2:15][CH2:16][C:17](=[O:18])[OH:19].